The task is: describe an organic reaction: reactants, conditions, products, and yield. This data is from the Open Reaction Database (ORD), a public repository of structured organic reaction records. Reactants: CCOC(=O)CCc1c[nH]nc1OCC, CN(C)C=O, Cc1oc(-c2ccco2)nc1COc1cc(CCl)ccn1, [H-], [Na+], O. Product: CCOC(=O)CCc1cn(Cc2ccnc(OCc3nc(-c4ccco4)oc3C)c2)nc1OCC. As a reaction SMILES: [CH2:3]([CH3:4])[O:5][c:6]1[n:7][nH:8][cH:9][c:10]1[CH2:11][CH2:12][C:13](=[O:14])[O:15][CH2:16][CH3:17].[CH3:40][N:41]([CH3:42])[CH:43]=[O:44].[Cl:18][CH2:19][c:20]1[cH:21][c:22]([O:26][CH2:27][c:28]2[n:29][c:30](-[c:34]3[o:35][cH:36][cH:37][cH:38]3)[o:31][c:32]2[CH3:33])[n:23][cH:24][cH:25]1.[H-:1].[Na+:2].[OH2:39]>>[CH2:3]([CH3:4])[O:5][c:6]1[n:7][n:8]([CH2:19][c:20]2[cH:21][c:22]([O:26][CH2:27][c:28]3[n:29][c:30](-[c:34]4[o:35][cH:36][cH:37][cH:38]4)[o:31][c:32]3[CH3:33])[n:23][cH:24][cH:25]2)[cH:9][c:10]1[CH2:11][CH2:12][C:13](=[O:14])[O:15][CH2:16][CH3:17].